Dataset: the Open Reaction Database (ORD), a public repository of structured organic reaction records. Task: describe an organic reaction: reactants, conditions, products, and yield Reactants: COC(=O)c1cnc(C)cc1Oc1cc(Cl)ccc1Cl, [Li+], C1COCCO1, [OH-], O, O. Yields the product [Li+], Cc1cc(Oc2cc(Cl)ccc2Cl)c(C(=O)[O-])cn1. Reaction SMILES: [CH3:1][O:2][C:3]([c:4]1[cH:5][n:6][c:7]([CH3:19])[cH:8][c:9]1[O:10][c:11]1[c:12]([Cl:18])[cH:13][cH:14][c:15]([Cl:17])[cH:16]1)=[O:20].[Li+:24].[O:25]1[CH2:26][CH2:27][O:28][CH2:29][CH2:30]1.[OH-:23].[OH2:21].[OH2:22]>>[Li+:24].[O:2]=[C:3]([c:4]1[cH:5][n:6][c:7]([CH3:19])[cH:8][c:9]1[O:10][c:11]1[c:12]([Cl:18])[cH:13][cH:14][c:15]([Cl:17])[cH:16]1)[O-:20]. Reactants: [Si](C)(C)(C(C)(C)C)OC[C@@H]1C=2C=3C(=NC=NC3SC2CC1)OC1CCC2(OCCO2)CC1 ((3S)-3-[[(tert-butyldimethylsilyl)oxy]methyl]-12-[1,4-dioxaspiro[4.5]decan-8-yloxy]-7-thia-9,11-diazatricyclo[6.4.0.0[2,6]]dodeca-1(8),2(6),9,11-tetraene), Cl (hydrochloric acid), C([O-])(O)=O.[Na+] (sodium bicarbonate). Run in C1CCOC1 (THF). Conditions: time 8 hour. Product: OC[C@@H]1C=2C=3C(=NC=NC3SC2CC1)OC1CCC(CC1)=O (4-[[(3S)-3-(hydroxymethyl)-7-thia-9,11-diazatricyclo[6.4.0.0[2,6]]dodeca-1(8),2(6),9,11-tetraen-12-yl]oxy]cyclohexan-1-one). Yield: 80.3%. RXN SMILES: [Si]([O:8][CH2:9][C@H:10]1[CH2:21][CH2:20][C:19]2[S:18][C:17]3[N:16]=[CH:15][N:14]=[C:13]([O:22][CH:23]4[CH2:32][CH2:31][C:26]5(OCC[O:27]5)[CH2:25][CH2:24]4)[C:12]=3[C:11]1=2)(C(C)(C)C)(C)C.Cl.C(=O)(O)[O-].[Na+]>C1COCC1>[OH:8][CH2:9][C@H:10]1[CH2:21][CH2:20][C:19]2[S:18][C:17]3[N:16]=[CH:15][N:14]=[C:13]([O:22][CH:23]4[CH2:32][CH2:31][C:26](=[O:27])[CH2:25][CH2:24]4)[C:12]=3[C:11]1=2 |f:2.3|. Procedure details: To a solution of (3S)-3-[[(tert-butyldimethylsilyl)oxy]methyl]-12-[1,4-dioxaspiro[4.5]decan-8-yloxy]-7-thia-9,11-diazatricyclo[6.4.0.0[2,6]]dodeca-1(8),2(6),9,11-tetraene (840 mg, 1.76 mmol, 1.00 equiv) in THF (20 mL) was added hydrochloric acid (3 M, 10 mL) at 0° C. and stirred overnight at room temperature. The pH value of the solution was adjusted to 10 with sodium bicarbonate (sat.), extracted with dichloromethane (100 mL), dried over anhydrous sodium sulfate and concentrated under vacuum. T...